Dataset: the Open Reaction Database (ORD), a public repository of structured organic reaction records. Task: describe an organic reaction: reactants, conditions, products, and yield The reactants are O(C1=CC=CC=C1)CCO (2-Phenoxyethanol), [OH-].[K+] (KOH), S(O)(O)(=O)=O (Sulfuric Acid). Reaction conditions: temperature 110 celsius, time 1 hour. The product is O(C1=CC=CC=C1)CCO.CCOCC (2-Phenoxyethanol Ether). RXN SMILES: [O:1]([CH2:8][CH2:9][OH:10])[C:2]1[CH:7]=[CH:6][CH:5]=[CH:4][CH:3]=1.[OH-].[K+].S(=O)(=O)(O)O>>[O:1]([CH2:8][CH2:9][OH:10])[C:2]1[CH:7]=[CH:6][CH:5]=[CH:4][CH:3]=1.[CH3:3][CH2:2][O:1][CH2:8][CH3:9] |f:1.2,4.5|. Procedure: To a clean, dry stirred tank pressure vessel with nitrogen inlet is charged 1419.53 g (10.27 moles) of 2-Phenoxyethanol and a catalytic amount (16.67 g) of 45% KOH. The vessel is purged with nitrogen and heated to 110° C. Vacuum is applied for 1 hour to remove trace amounts of water and the temperature is raised to 150° C. Propylene Oxide in the amount of 3580.47 g (61.65 moles) is added at a constant rate to keep the pressure below 50 psig. After all Propylene Oxide is added, the reaction mixtu... Run at temperature 100 celsius. Reported procedure: A mixture of 13.5 g of 4-allyloxy-2-methylsulfonyl-7-(2,3,5-tri-O-benzyl-β-D-arabinofuranosyl)-7H-pyrrolo[2,3-d]pyrimidine and 250 ml of liquid ammonia is heated at 100° C. for 2 hours and allowed to evaporate in a stream of nitrogen. The residue is dissolved in ethyl acetate and chromatographed over silica gel with ethyl acetate to provide 9.3 g of pure 2-amino-4-allyloxy-7-(2,3,5-tri-O-benzyl-β-D-arabinofuranosyl)-7H-pyrrolo[2,3-d]pyrimidine. Run in liquid. RXN SMILES: [CH2:1]([O:4][C:5]1[C:6]2[CH:17]=[CH:16][N:15]([C@@H:18]3[O:38][C@H:37]([CH2:39][O:40][CH2:41][C:42]4[CH:47]=[CH:46][CH:45]=[CH:44][CH:43]=4)[C@@H:28]([O:29][CH2:30][C:31]4[CH:36]=[CH:35][CH:34]=[CH:33][CH:32]=4)[C@@H:19]3[O:20][CH2:21][C:22]3[CH:27]=[CH:26][CH:25]=[CH:24][CH:23]=3)[C:7]=2[N:8]=[C:9](S(C)(=O)=O)[N:10]=1)[CH:2]=[CH2:3].[NH3:48]>>[NH2:48][C:9]1[N:10]=[C:5]([O:4][CH2:1][CH:2]=[CH2:3])[C:6]2[CH:17]=[CH:16][N:15]([C@@H:18]3[O:38][C@H:37]([CH2:39][O:40][CH2:41][C:42]4[CH:47]=[CH:46][CH:45]=[CH:44][CH:43]=4)[C@@H:28]([O:29][CH2:30][C:31]4[CH:36]=[CH:35][CH:34]=[CH:33][CH:32]=4)[C@@H:19]3[O:20][CH2:21][C:22]3[CH:27]=[CH:26][CH:25]=[CH:24][CH:23]=3)[C:7]=2[N:8]=1. Yields the product NC=1N=C(C2=C(N1)N(C=C2)[C@H]2[C@@H](OCC1=CC=CC=C1)[C@H](OCC1=CC=CC=C1)[C@H](O2)COCC2=CC=CC=C2)OCC=C (2-amino-4-allyloxy-7-(2,3,5-tri-O-benzyl-β-D-arabinofuranosyl)-7H-pyrrolo[2,3-d]pyrimidine). The reactants are C(C=C)OC=1C2=C(N=C(N1)S(=O)(=O)C)N(C=C2)[C@H]2[C@@H](OCC1=CC=CC=C1)[C@H](OCC1=CC=CC=C1)[C@H](O2)COCC2=CC=CC=C2 (4-allyloxy-2-methylsulfonyl-7-(2,3,5-tri-O-benzyl-β-D-arabinofuranosyl)-7H-pyrrolo[2,3-d]pyrimidine), N (ammonia). Procedure: To a solution of 2-(prop-1-en-2-yl)benzo[f][1,7]naphthyridin-5-amine (Example 36) in ethyl acetate/methanol (1:4, 0.05 M) was added 10% wt palladium on carbon (0.2 eq.). Hydrogen gas was introduced via a balloon, and the reaction was stirred for 3 hours. The mixture was filtered through a pad of celite, washing with dichloromethane. The filtrate was concentrated en vacuo and the crude product was purified by flash chromatography on a COMBIFLASH® system (ISCO) using 0-80% ethyl acetate in hexane ... Run in C(C)(=O)OCC.CO (ethyl acetate methanol). The reagents and catalysts are [Pd] (palladium on carbon). Product: C(C)(C)C=1C=NC2=C(N=C3C(=C2C1)C=CC=C3)N (2-isopropylbenzo[f][1,7]naphthyridin-5-amine). The reactants are C=C(C)C=1C=NC2=C(N=C3C(=C2C1)C=CC=C3)N (2-(prop-1-en-2-yl)benzo[f][1,7]naphthyridin-5-amine), [H][H] (Hydrogen). Reaction conditions: time 3 hour. Reaction SMILES: [CH2:1]=[C:2]([C:4]1[CH:5]=[N:6][C:7]2[C:12]([CH:13]=1)=[C:11]1[CH:14]=[CH:15][CH:16]=[CH:17][C:10]1=[N:9][C:8]=2[NH2:18])[CH3:3].[H][H]>C(OCC)(=O)C.CO.[Pd]>[CH:2]([C:4]1[CH:5]=[N:6][C:7]2[C:12]([CH:13]=1)=[C:11]1[CH:14]=[CH:15][CH:16]=[CH:17][C:10]1=[N:9][C:8]=2[NH2:18])([CH3:3])[CH3:1] |f:2.3|. Reactants: COc1ccc2c(c1)CCC3C2CC[C@]4(C)[C@@H](OC)CCC34 (substrate), Cn2cnc1ccccc12 (effective_coupling_partner). The reagents and catalysts are CDC. Conditions: temperature 90 celsius, time 16 hour. Yields the product CO[C@H]5CCC6C4CCc3cc(c2nc1ccccc1n2C)ccc3C4CC[C@]56C. Starting materials: FC(C1=NN(C=N1)CO)(F)F (3-(trifluoromethyl)-1H-1,2,4-triazole 1-ylmethanol), S(=O)(Cl)Cl (thionyl chloride). Solvent: ClCCl (dichloromethane). Conditions: time 8 hour. The product is ClCN1N=C(N=C1)C(F)(F)F (1-(chloromethyl)-3-(trifluoromethyl)-1H-1,2,4-triazole). RXN SMILES: [F:1][C:2]([F:11])([F:10])[C:3]1[N:7]=[CH:6][N:5]([CH2:8]O)[N:4]=1.S(Cl)([Cl:14])=O>ClCCl>[Cl:14][CH2:8][N:5]1[CH:6]=[N:7][C:3]([C:2]([F:11])([F:10])[F:1])=[N:4]1. Procedure: 1.52 g of 3-(trifluoromethyl)-1H-1,2,4-triazole 1-ylmethanol was dissolved to 50 ml of dichloromethane, and 2.7 ml of thionyl chloride was added to the solution, followed by stirring at room temperature for overnight. The reaction mixture was concentrated under reduced pressure to obtain 1.36 g of 1-(chloromethyl)-3-(trifluoromethyl)-1H-1,2,4-triazole. Reactants: FC1=CC=C(C=C1)C1C=C(NN1)C=1SC=CC1 (5-(4-fluorophenyl)-3-(2-thienyl)-pyrazoline). Reagents/catalysts: [O-2].[O-2].[Mn+4] (manganese dioxide). Solvent: C1(=CC=CC=C1)C (toluene). Product: FC1=CC=C(C=C1)C1=NNC(=C1)C=1SC=CC1 (3-(4-fluorophenyl)-5-(2-thienyl)-1H-pyrazole). Isolated yield 30.8%. Reaction SMILES: [F:1][C:2]1[CH:7]=[CH:6][C:5]([CH:8]2[NH:12][NH:11][C:10]([C:13]3[S:14][CH:15]=[CH:16][CH:17]=3)=[CH:9]2)=[CH:4][CH:3]=1>C1(C)C=CC=CC=1.[O-2].[O-2].[Mn+4]>[F:1][C:2]1[CH:3]=[CH:4][C:5]([C:8]2[CH:9]=[C:10]([C:13]3[S:14][CH:15]=[CH:16][CH:17]=3)[NH:11][N:12]=2)=[CH:6][CH:7]=1 |f:2.3.4|. Reported procedure: Active manganese dioxide (7.5 g, 86 mM) was added to a solution of 5-(4-fluorophenyl)-3-(2-thienyl)-pyrazoline (3.6 g, 14.6 mM) in toluene (150 ml). This mixture was heated under reflux for 1 hour, and then filtered while hot. The filtrate was concentrated under reduced pressure, and the resulting residue was recrystallized from ethanol to obtain 1.1 g of the desired 3-(4-fluorophenyl)-5-(2-thienyl)-1H-pyrazole, m.p. 181-184° C., in a 30% yield. The reactants are NC1=NC=CC(=C1[N+](=O)[O-])C (2-amino-4-methyl-3-nitropyridine). Reagents/catalysts: [Ni] (Ni). The solvent is C(C)O (ethanol). Conditions: time 1 hour. The product is NC1=NC=CC(=C1N)C (2,3-Diamino-4-methylpyridine). Yield: 100.1%. Reaction SMILES: [NH2:1][C:2]1[C:7]([N+:8]([O-])=O)=[C:6]([CH3:11])[CH:5]=[CH:4][N:3]=1>[Ni].C(O)C>[NH2:1][C:2]1[C:7]([NH2:8])=[C:6]([CH3:11])[CH:5]=[CH:4][N:3]=1. Reported procedure: A mixture of 2-amino-4-methyl-3-nitropyridine (919 mg, 6.0 mmol), ethanol (20 mL) and Raney Ni (about 200 mg) was shaken under H2 (30-40 psi) for 1 h, then filtered. The filtrate was evaporated to dryness, giving 740 mg (100%) of the diamine 56, mp 114°-5° C. 1H NMR (DMSO-d6), 1.997 (s, 3H), 4.359 (s, 2H), 5.250 (s, 2H), 6.264 (d, 1H, J=3), 7.173 (d, 1H, J=3). The reactants are COc1cc2c(Oc3ccccc3)ncnc2cc1OCCCN1CCOCC1, Cl. Product: COc1cc2c(=O)[nH]cnc2cc1OCCCN1CCOCC1. As a reaction SMILES: [CH3:1][O:2][c:3]1[cH:4][c:5]2[c:6]([O:23][c:24]3[cH:25][cH:26][cH:27][cH:28][cH:29]3)[n:7][cH:8][n:9][c:10]2[cH:11][c:12]1[O:13][CH2:14][CH2:15][CH2:16][N:17]1[CH2:18][CH2:19][O:20][CH2:21][CH2:22]1.[ClH:30]>>[CH3:1][O:2][c:3]1[cH:4][c:5]2[c:6](=[O:23])[nH:7][cH:8][n:9][c:10]2[cH:11][c:12]1[O:13][CH2:14][CH2:15][CH2:16][N:17]1[CH2:18][CH2:19][O:20][CH2:21][CH2:22]1. Reactants: C=O, C1CCOC1, CO, CS(=O)(=O)N1CC(CCl)c2ccc(NCc3ccc([N+](=O)[O-])cc3)cc21, Cl. Product: CN(Cc1ccc([N+](=O)[O-])cc1)c1ccc2c(c1)N(S(C)(=O)=O)CC2CCl. Reaction SMILES: [CH2:28]=[O:29].[CH2:30]1[O:31][CH2:32][CH2:33][CH2:34]1.[CH3:35][OH:36].[Cl:2][CH2:3][CH:4]1[CH2:5][N:6]([S:24](=[O:25])(=[O:26])[CH3:27])[c:7]2[cH:8][c:9]([NH:13][CH2:14][c:15]3[cH:16][cH:17][c:18]([N+:21](=[O:22])[O-:23])[cH:19][cH:20]3)[cH:10][cH:11][c:12]21.[ClH:1]>>[Cl:2][CH2:3][CH:4]1[CH2:5][N:6]([S:24](=[O:25])(=[O:26])[CH3:27])[c:7]2[cH:8][c:9]([N:13]([CH2:14][c:15]3[cH:16][cH:17][c:18]([N+:21](=[O:22])[O-:23])[cH:19][cH:20]3)[CH3:30])[cH:10][cH:11][c:12]21.